Dataset: the Open Reaction Database (ORD), a public repository of structured organic reaction records. Task: describe an organic reaction: reactants, conditions, products, and yield Reactants: CN(C)CCOc1ccc2ccccc2c1CCOc1ccccc1S(=O)(=O)NC(C=O)CC(=O)OC(C)(C)C, ClCCl, O=C(O)C(F)(F)F. Yields the product CN(C)CCOc1ccc2ccccc2c1CCOc1ccccc1S(=O)(=O)NC(C=O)CC(=O)O. As a reaction SMILES: [C:1]([CH3:2])([CH3:3])([CH3:4])[O:5][C:6]([CH2:7][CH:8]([CH:9]=[O:10])[NH:11][S:12](=[O:13])(=[O:14])[c:15]1[c:16]([O:21][CH2:22][CH2:23][c:24]2[c:25]([O:34][CH2:35][CH2:36][N:37]([CH3:38])[CH3:39])[cH:26][cH:27][c:28]3[cH:29][cH:30][cH:31][cH:32][c:33]23)[cH:17][cH:18][cH:19][cH:20]1)=[O:40].[Cl:48][CH2:49][Cl:50].[OH:41][C:42]([C:43]([F:44])([F:45])[F:46])=[O:47]>>[O:5]=[C:6]([CH2:7][CH:8]([CH:9]=[O:10])[NH:11][S:12](=[O:13])(=[O:14])[c:15]1[c:16]([O:21][CH2:22][CH2:23][c:24]2[c:25]([O:34][CH2:35][CH2:36][N:37]([CH3:38])[CH3:39])[cH:26][cH:27][c:28]3[cH:29][cH:30][cH:31][cH:32][c:33]23)[cH:17][cH:18][cH:19][cH:20]1)[OH:40]. Starting materials: CNC (dimethylamine), ClC1=NC2=C(N1)C=CC=C2 (2-chloro-1H-benzo[d]imidazole), O (Water). Solvent: CN(C)C=O (DMF). Conditions: temperature 200 celsius. The product is CN(C1=NC2=C(N1)C=CC=C2)C (N,N-dimethyl-1H-benzo[d]imidazole-2-amine). Yield: 88.5%. As a reaction SMILES: Cl[C:2]1[NH:6][C:5]2[CH:7]=[CH:8][CH:9]=[CH:10][C:4]=2[N:3]=1.[CH3:11][NH:12][CH3:13].O>CN(C=O)C>[CH3:11][N:12]([CH3:13])[C:2]1[NH:6][C:5]2[CH:7]=[CH:8][CH:9]=[CH:10][C:4]=2[N:3]=1. Procedure details: [step 1] Commercially available 2-chloro-1H-benzo[d]imidazole (250 mg, 1.64 mmol) was dissolved in DMF (4.7 mL), dimethylamine (50% aqueous solution, 0.50 mL, 4.92 mmol) was added, and the mixture was stirred with heating at 200° C. for 30 min in an Emrys Optimizer microwave synthesizer. Water was added to the mixture, and the precipitated crystals were collected by suction filtration to give N,N-dimethyl-1H-benzo[d]imidazole-2-amine (234 mg, 89%). Reactants: [Br-], O=C1NC(=O)c2ccccc21, C1CCOC1, CCO, C=C[P+](c1ccccc1)(c1ccccc1)c1ccccc1, COc1ccc(F)c(C=O)c1, [H-], [K], [Na+]. Yields the product COc1ccc(F)c(C=CCN2C(=O)c3ccccc3C2=O)c1. Reaction SMILES: [Br-:14].[C:36]1(=[O:46])[c:37]2[c:38]([cH:42][cH:43][cH:44][cH:45]2)[C:39](=[O:41])[NH:40]1.[CH2:48]1[O:49][CH2:50][CH2:51][CH2:52]1.[CH3:53][CH2:54][OH:55].[CH:15](=[CH2:16])[P+:17]([c:18]1[cH:19][cH:20][cH:21][cH:22][cH:23]1)([c:24]1[cH:25][cH:26][cH:27][cH:28][cH:29]1)[c:30]1[cH:31][cH:32][cH:33][cH:34][cH:35]1.[F:3][c:4]1[c:5]([CH:6]=[O:7])[cH:8][c:9]([O:12][CH3:13])[cH:10][cH:11]1.[H-:2].[K:47].[Na+:1]>>[F:3][c:4]1[c:5]([CH:6]=[CH:15][CH2:16][N:40]2[C:36](=[O:46])[c:37]3[c:38]([cH:42][cH:43][cH:44][cH:45]3)[C:39]2=[O:41])[cH:8][c:9]([O:12][CH3:13])[cH:10][cH:11]1. Starting materials: NC=1C=CC=C2C=C(C=NC12)Br (8-amino-3-bromoquinoline), C[S-].[Na+] (sodium thiomethoxide). Solvent: CN(C=O)C (N,N-dimethylformamide), C(C)(=O)OCC (ethyl acetate). Run at time 2 day. The product is NC=1C=CC=C2C=C(C=NC12)SC (8-amino-3-methylthioquinoline). The yield is 66.2%. As a reaction SMILES: [NH2:1][C:2]1[CH:3]=[CH:4][CH:5]=[C:6]2[C:11]=1[N:10]=[CH:9][C:8](Br)=[CH:7]2.[CH3:13][S-:14].[Na+]>CN(C)C=O.C(OCC)(=O)C>[NH2:1][C:2]1[CH:3]=[CH:4][CH:5]=[C:6]2[C:11]=1[N:10]=[CH:9][C:8]([S:14][CH3:13])=[CH:7]2 |f:1.2|. Procedure: A mixture of 8-amino-3-bromoquinoline (200 mg) and sodium thiomethoxide (109 mg) in N,N-dimethylformamide (2 ml) was stirred at ambient temperature for 2 days. After diluted with ethyl acetate, the resulting mixture was washed with water and brine, dried over anhydrous sodium sulfate, and evaporated in vacuo. The residue was purified by chromatography on silica gel (n-hexane-ethyl acetate) to give 8-amino-3-methylthioquinoline (113 mg) as an oil. Yields the product CC1CN(C(=O)OC(C)(C)C)CC(C)N1C(=O)OCc1c(F)cccc1F. Starting materials: CC1CN(C(=O)OC(C)(C)C)CC(C)N1C(=O)Cl, OCc1c(F)cccc1F. Reaction SMILES: [Cl:1][C:2](=[O:3])[N:4]1[CH:5]([CH3:18])[CH2:6][N:7]([C:11](=[O:12])[O:13][C:14]([CH3:15])([CH3:16])[CH3:17])[CH2:8][CH:9]1[CH3:10].[F:19][c:20]1[c:21]([CH2:22][OH:23])[c:24]([F:28])[cH:25][cH:26][cH:27]1>>[C:2](=[O:3])([N:4]1[CH:5]([CH3:18])[CH2:6][N:7]([C:11](=[O:12])[O:13][C:14]([CH3:15])([CH3:16])[CH3:17])[CH2:8][CH:9]1[CH3:10])[O:23][CH2:22][c:21]1[c:20]([F:19])[cH:27][cH:26][cH:25][c:24]1[F:28]. The reactants are CC1=NSC(=C1)N (3-methyl-5-isothiazolamine), N1(C=CC2=CC=CC=C12)CC1=CC(=NO1)C (5-(1H-1-indolylmethyl)-3-methylisoxazole), C(C(=O)Cl)(=O)Cl (oxalyl chloride), [OH-].[Na+] (NaOH). The solvent is O1CCCC1 (tetrahydrofuran), C(C)N(CC)CC (triethylamine), C(C)OCC (diethyl ether). Conditions: temperature 0 celsius, time 3 hour. The product is CC1=NSC(=C1)NC(C(=O)C1=CN(C2=CC=CC=C12)CC1=CC(=NO1)C)=O (N-(3-methylisothiazol-5-yl)-2-[1-(3-methylisoxazol-5-ylmethyl)-1H-indol-3-yl]-2-oxoacetamide). RXN SMILES: [N:1]1([CH2:10][C:11]2[O:15][N:14]=[C:13]([CH3:16])[CH:12]=2)[C:9]2[C:4](=[CH:5][CH:6]=[CH:7][CH:8]=2)[CH:3]=[CH:2]1.[C:17](Cl)(=[O:21])[C:18](Cl)=[O:19].[CH3:23][C:24]1[CH:28]=[C:27]([NH2:29])[S:26][N:25]=1.[OH-].[Na+]>C(OCC)C.O1CCCC1.C(N(CC)CC)C>[CH3:23][C:24]1[CH:28]=[C:27]([NH:29][C:17](=[O:21])[C:18]([C:3]2[C:4]3[C:9](=[CH:8][CH:7]=[CH:6][CH:5]=3)[N:1]([CH2:10][C:11]3[O:15][N:14]=[C:13]([CH3:16])[CH:12]=3)[CH:2]=2)=[O:19])[S:26][N:25]=1 |f:3.4|. Procedure: A solution of 5-(1H-1-indolylmethyl)-3-methylisoxazole (212 mg, 1.0 mmol) in 10 mL diethyl ether was added to oxalyl chloride (254 mg, 2.0 mmol) dropwise at 0° C. The reaction mixture was stirred at 0° C. for 3 hours and then the reaction solvent was evaporated. The residue was dissolved in 5 mL tetrahydrofuran and then the 3-methyl-5-isothiazolamine (114 mg, 1.0 mmol) and triethylamine (1 mL) in 10 mL tetrahydrofuran was added dropwise. The mixture was stirred for 10 hours and then 1 N NaOH (4 ...